Dataset: the Open Reaction Database (ORD), a public repository of structured organic reaction records. Task: describe an organic reaction: reactants, conditions, products, and yield Reactants: ClC(CCCC1N(C(CC1)C1=CC=C(C=C1)F)S(=O)(=O)C1=CC=C(C=C1)C)C ((2RS,5RS)-2-(4-chloro-pentyl)-5-(4-fluoro-phenyl)-1-(toluene-4-sulfonyl)-pyrrolidine), N1C=NC=C1 (1H-imidazole). Product: FC1=CC=C(C=C1)C1CCC(N1S(=O)(=O)C1=CC=C(C=C1)C)CCCCCN1C=NC=C1 ((2RS,5RS)-1-{5-[5-(4-Fluoro-phenyl)-1-(toluene-4-sulfonyl)-pyrrolidin-2-yl]-pentyl}-1H-imidazole). RXN SMILES: Cl[CH:2]([CH3:28])[CH2:3][CH2:4][CH2:5][CH:6]1[CH2:10][CH2:9][CH:8]([C:11]2[CH:16]=[CH:15][C:14]([F:17])=[CH:13][CH:12]=2)[N:7]1[S:18]([C:21]1[CH:26]=[CH:25][C:24]([CH3:27])=[CH:23][CH:22]=1)(=[O:20])=[O:19].[NH:29]1[CH:33]=[CH:32][N:31]=[CH:30]1>>[F:17][C:14]1[CH:13]=[CH:12][C:11]([CH:8]2[N:7]([S:18]([C:21]3[CH:22]=[CH:23][C:24]([CH3:27])=[CH:25][CH:26]=3)(=[O:19])=[O:20])[CH:6]([CH2:5][CH2:4][CH2:3][CH2:2][CH2:28][N:29]3[CH:33]=[CH:32][N:31]=[CH:30]3)[CH2:10][CH2:9]2)=[CH:16][CH:15]=1. Procedure: The title compound, colorless oil, MS: m/e=456.5 (M+H+), was prepared in accordance with the general method of example 82b from (2RS,5RS)-2-(4-chloro-pentyl)-5-(4-fluoro-phenyl)-1-(toluene-4-sulfonyl)-pyrrolidine and 1H-imidazole. Starting materials: NC=1C=C(C(=CC1)OC)C=1OC2=C(N1)C=C(C=C2)C2=CC(=CC=C2)OC (2-(3-amino-6-methoxyphenyl)-5-(3-methoxyphenyl)benzoxazole), C1=CC2=C(C=C1C(=O)O)C(=O)OC2=O (1,2,4-benzenetricarboxylic anhydride). Product: COC1=CC=C(C=C1C=1OC2=C(N1)C=C(C=C2)C2=CC(=CC=C2)OC)N2C(C1=CC=C(C=C1C2=O)C(=O)O)=O (2-[4-Methoxy-5-[5-(3-methoxyphenyl)benzoxazol-2-yl]phenyl]-1,3-dioxo-2,3-dihydro-1H-isoindole-5-carboxylic acid). Reaction SMILES: [NH2:1][C:2]1[CH:3]=[C:4]([C:10]2[O:11][C:12]3[CH:18]=[CH:17][C:16]([C:19]4[CH:24]=[CH:23][CH:22]=[C:21]([O:25][CH3:26])[CH:20]=4)=[CH:15][C:13]=3[N:14]=2)[C:5]([O:8][CH3:9])=[CH:6][CH:7]=1.[CH:27]1[C:32]([C:33]([OH:35])=[O:34])=[CH:31][C:30]2[C:36]([O:38][C:39](=O)[C:29]=2[CH:28]=1)=[O:37]>>[CH3:9][O:8][C:5]1[C:4]([C:10]2[O:11][C:12]3[CH:18]=[CH:17][C:16]([C:19]4[CH:24]=[CH:23][CH:22]=[C:21]([O:25][CH3:26])[CH:20]=4)=[CH:15][C:13]=3[N:14]=2)=[CH:3][C:2]([N:1]2[C:36](=[O:37])[C:30]3[C:29](=[CH:28][CH:27]=[C:32]([C:33]([OH:35])=[O:34])[CH:31]=3)[C:39]2=[O:38])=[CH:7][CH:6]=1. Procedure: Prepared by the method of Example 15f), from 2-(3-amino-6-methoxyphenyl)-5-(3-methoxyphenyl)benzoxazole (50 mg, 0.14 mmol) and 1,2,4-benzenetricarboxylic anhydride (28 mg, 0.14 mmol) the title compound was obtained (52 mg, 71%). 1H NMR (DMSO) δ 8.43(d, 1H), 8.33(s, 1H), 8.22(d, 1H), 8.10(m, 2H), 7.87(d, 1H), 7.74(m, 2H), 7.48(d, 1H), 7.41(t, 1H), 7.30(m, 2H), 6.96(dd, 1H), 4.04(s, 3H), 3.85(s, 3H). MS 521.3 m/z (M+H)+. Starting materials: CC(C)(C)OC(=O)N1CC2CN(c3cncc(C(=O)O)c3)CC2C1, Nc1cc(F)cc(F)c1. Product: CC(C)(C)OC(=O)N1CC2CN(c3cncc(C(=O)Nc4cc(F)cc(F)c4)c3)CC2C1. As a reaction SMILES: [C:1]([CH3:2])([CH3:3])([CH3:4])[O:5][C:6](=[O:7])[N:8]1[CH2:9][CH:10]2[CH:11]([CH2:12]1)[CH2:13][N:14]([c:16]1[cH:17][n:18][cH:19][c:20]([C:21](=[O:22])[OH:23])[cH:24]1)[CH2:15]2.[F:25][c:26]1[cH:27][c:28]([NH2:29])[cH:30][c:31]([F:33])[cH:32]1>>[C:1]([CH3:2])([CH3:3])([CH3:4])[O:5][C:6](=[O:7])[N:8]1[CH2:9][CH:10]2[CH:11]([CH2:12]1)[CH2:13][N:14]([c:16]1[cH:17][n:18][cH:19][c:20]([C:21](=[O:23])[NH:29][c:28]3[cH:27][c:26]([F:25])[cH:32][c:31]([F:33])[cH:30]3)[cH:24]1)[CH2:15]2. The reactants are CCO, COC(=O)C=Cc1c(-c2ccc(F)cc2)nc(N(C)S(C)(=O)=O)nc1C(C)C, [Na+], [OH-]. The product is CC(C)c1nc(N(C)S(C)(=O)=O)nc(-c2ccc(F)cc2)c1C=CC(=O)O. As a reaction SMILES: [CH3:31][CH2:32][OH:33].[F:1][c:2]1[cH:3][cH:4][c:5](-[c:8]2[n:9][c:10]([N:23]([S:24](=[O:25])(=[O:26])[CH3:27])[CH3:28])[n:11][c:12]([CH:20]([CH3:21])[CH3:22])[c:13]2[CH:14]=[CH:15][C:16](=[O:17])[O:18][CH3:19])[cH:6][cH:7]1.[Na+:30].[OH-:29]>>[F:1][c:2]1[cH:3][cH:4][c:5](-[c:8]2[n:9][c:10]([N:23]([S:24](=[O:25])(=[O:26])[CH3:27])[CH3:28])[n:11][c:12]([CH:20]([CH3:21])[CH3:22])[c:13]2[CH:14]=[CH:15][C:16](=[O:17])[OH:18])[cH:6][cH:7]1. Reactants: CC(C)(C)OC(=O)N1CCC(=Cc2cc3nc(Cl)nc(N4CCOCC4)c3s2)CC1, CCOCC, ClCCl, Cl. The product is Clc1nc(N2CCOCC2)c2sc(C=C3CCNCC3)cc2n1. As a reaction SMILES: [C:1]([O:2][C:3](=[O:4])[N:8]1[CH2:9][CH2:10][C:11](=[CH:14][c:15]2[cH:16][c:17]3[n:18][c:19]([Cl:30])[n:20][c:21]([N:24]4[CH2:25][CH2:26][O:27][CH2:28][CH2:29]4)[c:22]3[s:23]2)[CH2:12][CH2:13]1)([CH3:5])([CH3:6])[CH3:7].[CH3:35][CH2:36][O:37][CH2:38][CH3:39].[Cl:32][CH2:33][Cl:34].[ClH:31]>>[NH:8]1[CH2:9][CH2:10][C:11](=[CH:14][c:15]2[cH:16][c:17]3[n:18][c:19]([Cl:30])[n:20][c:21]([N:24]4[CH2:25][CH2:26][O:27][CH2:28][CH2:29]4)[c:22]3[s:23]2)[CH2:12][CH2:13]1. The reactants are CC1=C(C(=CC=C1)C)NC(=O)CCCl (3-chloro-2',6'-propionoxylidide), CC1=NCCN1 (lysidine). Run in C(C)O (ethanol). Yields the product CC=1N(CCN1)CCC(NC1=C(C=CC=C1C)C)=O (2-Methyl-1-[2-[(2,6-dimethylphenyl)carbamoyl]ethyl]-2-imidazoline). Reaction SMILES: [CH3:1][C:2]1[CH:7]=[CH:6][CH:5]=[C:4]([CH3:8])[C:3]=1[NH:9][C:10]([CH2:12][CH2:13]Cl)=[O:11].[CH3:15][C:16]1[NH:20][CH2:19][CH2:18][N:17]=1>C(O)C>[CH3:15][C:16]1[N:20]([CH2:13][CH2:12][C:10](=[O:11])[NH:9][C:3]2[C:2]([CH3:1])=[CH:7][CH:6]=[CH:5][C:4]=2[CH3:8])[CH2:19][CH2:18][N:17]=1. Procedure: In a manner similar to Ex. IA react 5.29 gm. (0.025 M) of 3-chloro-2',6'-propionoxylidide with 10.53 gm. (0.125 M) of lysidine in 200 ml. of anhydrous ethanol to obtain the title compound.